Dataset: the Open Reaction Database (ORD), a public repository of structured organic reaction records. Task: describe an organic reaction: reactants, conditions, products, and yield Reactants: 70, S(=O)(Cl)Cl (thionyl chloride), ClCCl (dichloromethane), CN1C(=O)N(C(=O)C=C1N)C (1.3-dimethyl-6-aminouracil), CN(C=O)C (N,N-dimethylformamide). Reaction conditions: time 15 minute. Product: CN(C=1SN=C2N(C(N(C(C21)=O)C)=O)C)C (3-dimethylamino-5,7-dimethyl-isothiazolo[3,4-d]pyrimidine-4,6(5H, 7H)-dione). RXN SMILES: [S:1](Cl)(Cl)=O.ClCCl.[CH3:8][N:9]1[C:16]([NH2:17])=[CH:15][C:13](=[O:14])[N:12]([CH3:18])[C:10]1=[O:11].[CH3:19][N:20]([CH3:23])[CH:21]=O>>[CH3:19][N:20]([CH3:23])[C:21]1[S:1][N:17]=[C:16]2[C:15]=1[C:13](=[O:14])[N:12]([CH3:18])[C:10](=[O:11])[N:9]2[CH3:8]. Reported procedure: To the mixture of 70 parts by volume of thionyl chloride and 125 parts by volume of dichloromethane was added 3.98 parts of N,N-dimethylformamide at 0° C. After the mixture was stirred at O° C for 15 minutes, 8.55 parts of 1.3-dimethyl-6-aminouracil was added and then refluxed for 5.5 hours. The reaction mixture was concentrated to dryness under reduced pressure and the residue was dissolved in 200 parts by volume of chloroform. The solution was poured in 300 parts by volume of ice-water. After ... The reactants are C(C)(=O)SC1CCN(CC1)C(=O)OC(C)(C)C (4-(acetylthio)-1-(tert-butoxycarbonyl)piperidine), C(C)(=O)OCC.Cl (hydrogen chloride-ethyl acetate). Solvent: C(C)(=O)OCC (ethyl acetate). Run at temperature 50 celsius, time 4 hour. The product is Cl.C(C)(=O)SC1CCNCC1 (4-(Acetylthio)piperidine hydrochloride). The yield is 94.0%. RXN SMILES: [C:1]([S:4][CH:5]1[CH2:10][CH2:9][N:8](C(OC(C)(C)C)=O)[CH2:7][CH2:6]1)(=[O:3])[CH3:2].C(OCC)(=O)C.[ClH:24]>C(OCC)(=O)C>[ClH:24].[C:1]([S:4][CH:5]1[CH2:10][CH2:9][NH:8][CH2:7][CH2:6]1)(=[O:3])[CH3:2] |f:1.2,4.5|. Procedure details: In 45 ml of ethyl acetate were dissolved 1.25 g (4.82 mmol) of 4-(acetylthio)-1-(tert-butoxycarbonyl)piperidine as described in Reference example 11, and 12.0 ml (48.2 mmol) of a 4N hydrogen chloride-ethyl acetate solution were added to the solution, followed by stirring of the resulting mixture at 50° C. for 4 hours. After cooling, the precipitated solid was collected by filtration and washed with hexane to obtain 885 mg (yield: 94%) of the desired compound as a slightly yellow powder.